Dataset: the Open Reaction Database (ORD), a public repository of structured organic reaction records. Task: describe an organic reaction: reactants, conditions, products, and yield Reactants: C(=O)=O (CO2), N([C@@H](CC(C)C)[C@@H](O)CC(=O)N[C@@H](C)C(=O)N[C@@H](CC(C)C)[C@@H](O)CC(=O)OC)C(=O)OCC1=CC=CC=C1 (Z-Sta-Ala-Sta-OMe), C(=O)=O (CO2). Reagents/catalysts: [Pd] (palladium-on-carbon). Run in CO (methanol). Yields the product N[C@@H](CC(C)C)[C@@H](O)CC(=O)N[C@@H](C)C(=O)N[C@@H](CC(C)C)[C@@H](O)CC(=O)OC (H-Sta-Ala-Sta-OMe). Reaction SMILES: [NH:1](C(OCC1C=CC=CC=1)=O)[C@H:2]([C@H:7]([CH2:9][C:10]([NH:12][C@H:13]([C:15]([NH:17][C@H:18]([C@H:23]([CH2:25][C:26]([O:28][CH3:29])=[O:27])[OH:24])[CH2:19][CH:20]([CH3:22])[CH3:21])=[O:16])[CH3:14])=[O:11])[OH:8])[CH2:3][CH:4]([CH3:6])[CH3:5].C(=O)=O>CO.[Pd]>[NH2:1][C@H:2]([C@H:7]([CH2:9][C:10]([NH:12][C@H:13]([C:15]([NH:17][C@H:18]([C@H:23]([CH2:25][C:26]([O:28][CH3:29])=[O:27])[OH:24])[CH2:19][CH:20]([CH3:21])[CH3:22])=[O:16])[CH3:14])=[O:11])[OH:8])[CH2:3][CH:4]([CH3:5])[CH3:6]. Reported procedure: 259 mg of Z-Sta-Ala-Sta-OMe (from stage 13.5) dissolved in 10 ml of 90% strength methanol are hydrogenated in the presence of 30 mg of palladium-on-carbon catalyst (10% Pd) at 25° under normal pressure with CO2 -absorption (CO2 from the removal of the Z-protecting group) until saturation. The catalyst is filtered off, the filtrate is concentrated by evaporation and the residue is dried in a high vacuum. H-Sta-Ala-Sta-OMe is obtained in the form of a colourless foam; Rf (chloroform/methanol/ammon...